Dataset: the Open Reaction Database (ORD), a public repository of structured organic reaction records. Task: describe an organic reaction: reactants, conditions, products, and yield The reactants are CN[C@@H]1CCCC2=CC=CC=C12 ((1R)-1,2,3,4-tetrahydro-N-methyl-1-naphthalenamine), C(=O)(O)C=1N=C(OC1)C1CCN(CC1)C(=O)OC(C)(C)C (1-(1,1-dimethylethyl) 4-(4-carboxy-2-oxazolyl)-1-piperidinecarboxylate), Cl.CN(CCCN=C=NCC)C (1-[3-(dimethylamino)propyl]-3-ethylcarbodiimide hydrochloride), CN1CCOCC1 (N-methylmorpholine). Run in ClCCl (dichloromethane). Reaction conditions: time 15 minute. Product: CN(C(=O)C=1N=C(OC1)C1CCN(CC1)C(=O)OC(C)(C)C)[C@@H]1CCCC2=CC=CC=C12 (1,1-dimethylethyl 4-[4-[[methyl[(1R)-1,2,3,4-tetrahydro-1-naphthalenyl]amino]carbonyl]-2-oxazolyl]-1-piperidinecarboxylate). The yield is 40.5%. RXN SMILES: [C:1]([C:4]1[N:5]=[C:6]([CH:9]2[CH2:14][CH2:13][N:12]([C:15]([O:17][C:18]([CH3:21])([CH3:20])[CH3:19])=[O:16])[CH2:11][CH2:10]2)[O:7][CH:8]=1)([OH:3])=O.Cl.CN(C)CCCN=C=NCC.CN1CCOCC1.[CH3:41][NH:42][C@H:43]1[C:52]2[C:47](=[CH:48][CH:49]=[CH:50][CH:51]=2)[CH2:46][CH2:45][CH2:44]1>ClCCl>[CH3:41][N:42]([C@H:43]1[C:52]2[C:47](=[CH:48][CH:49]=[CH:50][CH:51]=2)[CH2:46][CH2:45][CH2:44]1)[C:1]([C:4]1[N:5]=[C:6]([CH:9]2[CH2:14][CH2:13][N:12]([C:15]([O:17][C:18]([CH3:21])([CH3:20])[CH3:19])=[O:16])[CH2:11][CH2:10]2)[O:7][CH:8]=1)=[O:3] |f:1.2|. Reported procedure: A mixture of 1-(1,1-dimethylethyl) 4-(4-carboxy-2-oxazolyl)-1-piperidinecarboxylate (600 mg, 2.02 mmol), 1-[3-(dimethylamino)propyl]-3-ethylcarbodiimide hydrochloride (425.57 mg, 2.22 mmol) and N-methylmorpholine (224.55 mg, 2.22 mmol) in 4 mL dichloromethane was stirred for 15 minutes at room temperature. To the reaction mixture was added 424 mg (2.63 mmol) of (1R)-1,2,3,4-tetrahydro-N-methyl-1-naphthalenamine was added and the reaction mixture was stirred for 16 h. The reaction mixture was con... Product: COc1cc(N)c(Cl)cc1Br. Reactants: CC1(C)C(=O)N(Br)C(=O)N1Br, O=C([O-])[O-], CCOC(C)=O, COc1ccc(Cl)c(N)c1, [K+], [K+], O. RXN SMILES: [Br:1][N:2]1[C:3]([CH3:4])([CH3:5])[C:6](=[O:7])[N:8]([Br:9])[C:10]1=[O:11].[C:22](=[O:23])([O-:24])[O-:25].[CH3:28][CH2:29][O:30][C:31](=[O:32])[CH3:33].[Cl:12][c:13]1[cH:14][cH:15][c:16]([O:20][CH3:21])[cH:17][c:18]1[NH2:19].[K+:26].[K+:27].[OH2:34]>>[Br:1][c:15]1[cH:14][c:13]([Cl:12])[c:18]([NH2:19])[cH:17][c:16]1[O:20][CH3:21].